This data is from the Open Reaction Database (ORD), a public repository of structured organic reaction records. The task is: describe an organic reaction: reactants, conditions, products, and yield The reactants are COC1=C(C(=NC(=C1)OC)C(F)(F)F)C(=O)OC (Methyl 4,6-dimethoxy-2-(trifluoromethyl)-3-pyridinecarboxylate), [OH-].[Na+] (sodium hydroxide). The solvent is CO (methanol). The product is COC1=C(C(=NC(=C1)OC)C(F)(F)F)C(=O)O (4,6-Dimethoxy-2-(trifluoromethyl)-3-pyridinecarboxylic acid). Yield: 82.9%. RXN SMILES: [CH3:1][O:2][C:3]1[CH:8]=[C:7]([O:9][CH3:10])[N:6]=[C:5]([C:11]([F:14])([F:13])[F:12])[C:4]=1[C:15]([O:17]C)=[O:16].[OH-].[Na+]>CO>[CH3:1][O:2][C:3]1[CH:8]=[C:7]([O:9][CH3:10])[N:6]=[C:5]([C:11]([F:12])([F:13])[F:14])[C:4]=1[C:15]([OH:17])=[O:16] |f:1.2|. Procedure: A mixture of 7.0 g (0.0264 mol) of product of Example 3, 30 ml of 10% sodium hydroxide and 10 ml of methanol was held at reflux for 18 hours, cooled and extracted with ether. The aqueous layer was made acidic and the precipitate was collected and dissolved in ether. The ether solution was dried and mixture was concentrated. The residual solid was recrystallized from hexane-ether to give 5.5 g (83%) of solid, mp 194°-197.5° C. Starting materials: CO, Cl, [C-]#[N+]C(Cc1ccccc1)(c1ccc(F)cc1)c1cc(F)cc(C(F)(F)F)c1, C1COCCO1. Yields the product NC(Cc1ccccc1)(c1ccc(F)cc1)c1cc(F)cc(C(F)(F)F)c1. RXN SMILES: [CH3:30][OH:31].[ClH:29].[F:1][c:2]1[cH:3][c:4]([C:12]([CH2:13][c:14]2[cH:15][cH:16][cH:17][cH:18][cH:19]2)([N+:20]#[C-:21])[c:22]2[cH:23][cH:24][c:25]([F:28])[cH:26][cH:27]2)[cH:5][c:6]([C:8]([F:9])([F:10])[F:11])[cH:7]1.[O:32]1[CH2:33][CH2:34][O:35][CH2:36][CH2:37]1>>[F:1][c:2]1[cH:3][c:4]([C:12]([CH2:13][c:14]2[cH:15][cH:16][cH:17][cH:18][cH:19]2)([NH2:20])[c:22]2[cH:23][cH:24][c:25]([F:28])[cH:26][cH:27]2)[cH:5][c:6]([C:8]([F:9])([F:10])[F:11])[cH:7]1. Starting materials: ClC1=CC=C(C=C1)O (4-chlorophenol), FC1=C(C=CC=C1)[N+](=O)[O-] (1-fluoro-2-nitrobenzene), C([O-])([O-])=O.[K+].[K+] (potassium carbonate). Run in CN(C)C=O (DMF). The product is ClC1=CC=C(OC2=C(C=CC=C2)[N+](=O)[O-])C=C1 (1-(4-chlorophenoxy)-2-nitrobenzene). Isolated yield 66.9%. Reaction SMILES: [Cl:1][C:2]1[CH:7]=[CH:6][C:5]([OH:8])=[CH:4][CH:3]=1.F[C:10]1[CH:15]=[CH:14][CH:13]=[CH:12][C:11]=1[N+:16]([O-:18])=[O:17].C(=O)([O-])[O-].[K+].[K+]>CN(C=O)C>[Cl:1][C:2]1[CH:7]=[CH:6][C:5]([O:8][C:10]2[CH:15]=[CH:14][CH:13]=[CH:12][C:11]=2[N+:16]([O-:18])=[O:17])=[CH:4][CH:3]=1 |f:2.3.4|. Procedure details: A mixture of 4-chlorophenol (2.00 g, 15.56 mmol), 1-fluoro-2-nitrobenzene (2.20 g, 15.56 mmol) and potassium carbonate (2.15 g, 15.56 mmol) in DMF (10 mL) was stirred under reflux for 1 h. After removal of DMF, the residue was dissolved in DCM and washed with NaOH (5%, 3×20 mL) and brine. The organic layer was dried (MgSO4), filtered and evaporated to give 1-(4-chlorophenoxy)-2-nitrobenzene (2.6 g, 67%) as a yellow oil which solidified upon standing at room temperature (mp 33-35° C. from EtOH) a...